Dataset: the Open Reaction Database (ORD), a public repository of structured organic reaction records. Task: describe an organic reaction: reactants, conditions, products, and yield Starting materials: O (H2O), N1C=NC=C1 (Imidazole), CC(C)(C)[Si](C)(C)Cl (TBDMS-Cl), ClC=1C=C(C=CC1C#N)N[C@@H](C(=O)NNC(C1=CC=C(C=C1)S(=O)(=O)C)=O)[C@H](C)O (N′-((2R,3S)-2-(3-chloro-4-cyanophenylamino)-3-hydroxybutanoyl)-4-(methylsulfonyl)benzohydrazide). Solvent: CN(C)C=O (DMF). Reaction conditions: time 17 hour. Product: [Si](C)(C)(C(C)(C)C)O[C@H]([C@H](C(=O)NNC(C1=CC=C(C=C1)S(=O)(=O)C)=O)NC1=CC(=C(C=C1)C#N)Cl)C (N′-((2R,3S)-3-(tert-Butyldimethylsilyloxy)-2-(3-chloro-4-cyanophenylamino)butanoyl)-4-(methylsulfonyl)benzohydrazide). The yield is 68.7%. RXN SMILES: N1C=CN=C1.[CH3:6][C:7]([Si:10](Cl)([CH3:12])[CH3:11])([CH3:9])[CH3:8].[Cl:14][C:15]1[CH:16]=[C:17]([NH:23][C@H:24]([C@@H:41]([OH:43])[CH3:42])[C:25]([NH:27][NH:28][C:29](=[O:40])[C:30]2[CH:35]=[CH:34][C:33]([S:36]([CH3:39])(=[O:38])=[O:37])=[CH:32][CH:31]=2)=[O:26])[CH:18]=[CH:19][C:20]=1[C:21]#[N:22].O>CN(C=O)C>[Si:10]([O:43][C@@H:41]([CH3:42])[C@@H:24]([NH:23][C:17]1[CH:18]=[CH:19][C:20]([C:21]#[N:22])=[C:15]([Cl:14])[CH:16]=1)[C:25]([NH:27][NH:28][C:29](=[O:40])[C:30]1[CH:35]=[CH:34][C:33]([S:36]([CH3:39])(=[O:38])=[O:37])=[CH:32][CH:31]=1)=[O:26])([C:7]([CH3:9])([CH3:8])[CH3:6])([CH3:12])[CH3:11]. Procedure: Imidazole (3.77 g, 55.44 mol) and TBDMS-Cl (5.01 g, 33.24 mmol) were added sequentially to a pre-cooled (0° C.) solution of N′-((2R,3S)-2-(3-chloro-4-cyanophenylamino)-3-hydroxybutanoyl)-4-(methylsulfonyl)benzohydrazide (5 g, 11.08 mmol) in DMF (350 mL). The reaction mixture was allowed to warm to room temperature and stirred for 17 h, whereupon the solution was poured into H2O (90 mL). The white precipitate was filtered, washed with H2O (30 mL) and taken up in CH2Cl2 (170 mL) This organic layer... Run at time 24 hour. Product: NC=1N=C2SC3=C(N2C(N1)=NC1=CC=CC=C1)C=CC(=C3)OC (2-Amino-8-methoxy-4-phenylimino-4H-1,3,5-triazino[2,1-b]benzothiazole). Reactants: NC=1SC2=C(N1)C=CC(=C2)OC (2-amino-6-methoxy benzothiazole), [Na] (sodium), C(#N)NC(=S)NC1=CC=CC=C1 (N-cyano-N'-phenyl thiourea), mercuric chloride. Run in O1CCCC1 (tetrahydrofuran). Procedure details: A solution of 2-amino-6-methoxy benzothiazole (9.0 g) in dry tetrahydrofuran was treated with the sodium salt of N-cyano-N'-phenyl thiourea (5.0 g) and finely powdered mercuric chloride (6.75 g) and the mixture stirred at room temperature for 24 hours. RXN SMILES: [NH2:1][C:2]1[S:3][C:4]2[CH:10]=[C:9]([O:11][CH3:12])[CH:8]=[CH:7][C:5]=2[N:6]=1.[Na].[C:14]([NH:16][C:17]([NH:19][C:20]1[CH:25]=[CH:24][CH:23]=[CH:22][CH:21]=1)=S)#[N:15]>O1CCCC1>[NH2:15][C:14]1[N:1]=[C:2]2[N:6]([C:17](=[N:19][C:20]3[CH:25]=[CH:24][CH:23]=[CH:22][CH:21]=3)[N:16]=1)[C:5]1[CH:7]=[CH:8][C:9]([O:11][CH3:12])=[CH:10][C:4]=1[S:3]2 |^1:12|. Starting materials: CCO, CCOC(C)=O, [Cl-], Cc1c(NC(=O)C2CC2)nc2ccc(Oc3ccc([N+](=O)[O-])cc3F)cn12, [Fe], [NH4+]. Product: Cc1c(NC(=O)C2CC2)nc2ccc(Oc3ccc(N)cc3F)cn12. Reaction SMILES: [CH3:30][CH2:31][OH:32].[CH3:33][CH2:34][O:35][C:36](=[O:37])[CH3:38].[Cl-:28].[F:1][c:2]1[c:3]([O:4][c:5]2[cH:6][cH:7][c:8]3[n:9]([cH:10]2)[c:11]([CH3:20])[c:12]([NH:14][C:15](=[O:16])[CH:17]2[CH2:18][CH2:19]2)[n:13]3)[cH:21][cH:22][c:23]([N+:25]([O-:26])=[O:27])[cH:24]1.[Fe:39].[NH4+:29]>>[F:1][c:2]1[c:3]([O:4][c:5]2[cH:6][cH:7][c:8]3[n:9]([cH:10]2)[c:11]([CH3:20])[c:12]([NH:14][C:15](=[O:16])[CH:17]2[CH2:18][CH2:19]2)[n:13]3)[cH:21][cH:22][c:23]([NH2:25])[cH:24]1. RXN SMILES: [NH:1](C(OCC1C2C(=CC=CC=2)C2C1=CC=CC=2)=O)[C@H:2]([C:24]([OH:26])=[O:25])[CH2:3][S:4][C:5]([C:18]1[CH:23]=[CH:22][CH:21]=[CH:20][CH:19]=1)(C1C=CC=CC=1)C1C=CC=CC=1.CC(C)N=C=NC(C)C.CN(C1C=CC=CN=1)C.CN1C=CN=C1.ClCCl.CN([CH:74]=[O:75])C>ClCCl>[CH3:74][O:75][C:21]1[CH:20]=[CH:19][C:18]([CH:5]2[NH:1][CH:2]([C:24]([OH:26])=[O:25])[CH2:3][S:4]2)=[CH:23][CH:22]=1 |f:1.2,4.5|. Procedure details: Commercially available Fmoc-Cys(Trt) was attached to the linker based solid support 1 by DIC/DMAP procedure. The solid support (1.0 g) having substitution 0.4 meq/g was placed in reaction vessel and allowed to swell in dichloromethane (DCM) under nitrogen stirring. After 30 min. the resin was filtered and washed with DCM. To this resin a solution of Fmoc-Cys(Trt) (0.70 g, 1.2 mmol) dimethylaminopyridine (DMAP) or N-methyl imidazole (NMI) (0.4 mmol) in DCM:DMF (1:1) 20 ml and was added. This mixt... Run in ClCCl (dichloromethane). Conditions: time 9 hour. Starting materials: N([C@@H](CSC(C1=CC=CC=C1)(C1=CC=CC=C1)C1=CC=CC=C1)C(=O)O)C(=O)OCC1C2=CC=CC=C2C2=CC=CC=C12 (Fmoc-Cys(Trt)), CC(N=C=NC(C)C)C.CN(C)C1=NC=CC=C1 (DIC DMAP), N([C@@H](CSC(C1=CC=CC=C1)(C1=CC=CC=C1)C1=CC=CC=C1)C(=O)O)C(=O)OCC1C2=CC=CC=C2C2=CC=CC=C12 (Fmoc-Cys(Trt)), CN1C=NC=C1 (N-methyl imidazole), ClCCl.CN(C)C=O (DCM DMF). Yields the product COC1=CC=C(C=C1)C1SCC(N1)C(=O)O (2-(4-methoxyphenyl) thiazolidine-4-carboxylic acid). The reactants are NC1=C(C=C(C(=C1)OC)OC)CC(=O)NCCCN(C1CC2=CC(=CC=C2CC1)OC)C (1-[2(-2-amino-4,5-dimethoxyphenyl)-1-oxo-ethylamino]-3-[N-methyl-N-(7-methoxy-1,2,3,4-tetrahydronaphth-2-yl)-amino]-propane), COC1=C2CCC(CC2=CC=C1OC)NC (5,6-Dimethoxy-2-methylamino-1,2,3,4-tetrahydronaphthalene). The solvent is C(C)O (ethanol). Product: NC1=C(C=C(C(=C1)OC)OC)CCNCCCN(C1CC2=CC(=CC=C2CC1)OC)C (1-[2-(2-Amino-4,5-dimethoxy-phenyl)-ethylamino]-3-[N-methyl-N-(7-methoxy-1,2,3,4-tetrahydronaphth-2-yl)-amino]-propane). RXN SMILES: [NH2:1][C:2]1[CH:7]=[C:6]([O:8][CH3:9])[C:5]([O:10][CH3:11])=[CH:4][C:3]=1[CH2:12][C:13]([NH:15][CH2:16][CH2:17][CH2:18][N:19]([CH3:32])[CH:20]1[CH2:29][CH2:28][C:27]2[C:22](=[CH:23][C:24]([O:30][CH3:31])=[CH:25][CH:26]=2)[CH2:21]1)=O.COC1C(OC)=CC=C2C=1CCC(NC)C2>C(O)C>[NH2:1][C:2]1[CH:7]=[C:6]([O:8][CH3:9])[C:5]([O:10][CH3:11])=[CH:4][C:3]=1[CH2:12][CH2:13][NH:15][CH2:16][CH2:17][CH2:18][N:19]([CH3:32])[CH:20]1[CH2:29][CH2:28][C:27]2[C:22](=[CH:23][C:24]([O:30][CH3:31])=[CH:25][CH:26]=2)[CH2:21]1. Procedure details: The title compound here is prepared from 1-[2(-2-amino-4,5-dimethoxyphenyl)-1-oxo-ethylamino]-3-[N-methyl-N-(7-methoxy-1,2,3,4-tetrahydronaphth-2-yl)-amino]-propane (6.73 g, 0.0153 mol) analogously to Example R(e). Yield: 4.2 g. Rf value: 0.2 (alumina, eluant: 95 parts by volume of methylene chloride+5 parts by volume of ethanol).